This data is from the Open Reaction Database (ORD), a public repository of structured organic reaction records. The task is: describe an organic reaction: reactants, conditions, products, and yield RXN SMILES: [Br:26][c:27]1[cH:28][c:29]([CH3:36])[c:30]([C:31](=[O:32])[OH:33])[cH:34][cH:35]1.[C:1]([CH3:2])([CH3:3])([CH3:4])[c:5]1[cH:6][c:7]([NH:11][C:12]([c:13]2[cH:14][cH:15][c:16]([CH:19]3[CH2:20][CH2:21][NH:22][CH2:23][CH2:24]3)[cH:17][cH:18]2)=[O:25])[cH:8][cH:9][cH:10]1.[C:37]([c:38]1[cH:39][c:40]([NH:41][C:42]([c:43]2[cH:44][cH:45][c:46]([N:47]3[CH2:48][CH2:49][N:50]([c:51]4[cH:52][cH:53][c:54]([C:55]([OH:56])=[O:57])[cH:58][cH:59]4)[CH2:60][CH2:61]3)[c:62]([F:63])[cH:64]2)=[O:65])[cH:66][cH:67][cH:68]1)([CH3:69])([CH3:70])[CH3:71]>>[C:1]([CH3:2])([CH3:3])([CH3:4])[c:5]1[cH:6][c:7]([NH:11][C:12]([c:13]2[cH:14][cH:15][c:16]([CH:19]3[CH2:20][CH2:21][N:22]([c:27]4[cH:28][c:29]([CH3:36])[c:30]([C:31](=[O:32])[OH:33])[cH:34][cH:35]4)[CH2:23][CH2:24]3)[cH:17][cH:18]2)=[O:25])[cH:8][cH:9][cH:10]1. The reactants are Cc1cc(Br)ccc1C(=O)O, CC(C)(C)c1cccc(NC(=O)c2ccc(C3CCNCC3)cc2)c1, CC(C)(C)c1cccc(NC(=O)c2ccc(N3CCN(c4ccc(C(=O)O)cc4)CC3)c(F)c2)c1. The product is Cc1cc(N2CCC(c3ccc(C(=O)Nc4cccc(C(C)(C)C)c4)cc3)CC2)ccc1C(=O)O.